From a dataset of the Open Reaction Database (ORD), a public repository of structured organic reaction records. describe an organic reaction: reactants, conditions, products, and yield Starting materials: C1(=CC=C(C=C1)S(=O)O)C (p-toluenesulfinic acid), C1(=CC=CC=C1)P(N)(=O)C1=CC=CC=C1 (P,P-diphenylphosphinic amide), C(\C=C\CCC)=O ((E)-hex-2-enal). Yields the product C1(=CC=CC=C1)P(NC(\C=C\CCC)S(=O)(=O)C1=CC=C(C)C=C1)(=O)C1=CC=CC=C1 ((E)-P,P-Diphenyl-N-(1-tosylhex-2-en-1-yl)phosphinic amide), solid. Isolated yield 71.0%. RXN SMILES: [C:1]1([P:7]([C:10]2[CH:15]=[CH:14][CH:13]=[CH:12][CH:11]=2)(=[O:9])[NH2:8])[CH:6]=[CH:5][CH:4]=[CH:3][CH:2]=1.[CH:16](=O)/[CH:17]=[CH:18]/[CH2:19][CH2:20][CH3:21].[C:23]1([CH3:32])[CH:28]=[CH:27][C:26]([S:29]([OH:31])=[O:30])=[CH:25][CH:24]=1>>[C:1]1([P:7]([C:10]2[CH:15]=[CH:14][CH:13]=[CH:12][CH:11]=2)(=[O:9])[NH:8][CH:16]([S:29]([C:26]2[CH:27]=[CH:28][C:23]([CH3:32])=[CH:24][CH:25]=2)(=[O:31])=[O:30])/[CH:17]=[CH:18]/[CH2:19][CH2:20][CH3:21])[CH:2]=[CH:3][CH:4]=[CH:5][CH:6]=1. Procedure details: The title compound is synthesized following a previously reported procedure7 from P,P-diphenylphosphinic amide (2.17 g, 10.0 mmol, 1.00 equiv.), (E)-hex-2-enal (2.31 mL, 20.0 mmol, 2.00 equiv.), and p-toluenesulfinic acid (2.34 g, 15.0 mmol, 1.50 equiv.) to obtain S5 as white solid (3.22 g, 7.10 mmol, 71% yield). M.p.=138-139° C. IR (neat): 3177 (w, br), 2959 (w), 2933 (w), 2870 (w), 1661 (m), 1596 (w), 1437 (m), 1300 (m), 1281 (m), 1214 (m), 1185 (s), 1170 (m), 1138 (m), 1125 (s), 1106 (m), 108... Reactants: O=C([O-])[O-], CCN(C(C)C)C(C)C, CCCC[Sn](CCCC)(CCCC)c1ccc(C(=O)NC(CNC(=O)c2cccs2)C(=O)O)c(Cl)c1, [K+], [K+], O=C(Cl)COc1ccccc1, C1CCOC1. The product is O=C(COc1ccccc1)c1ccc(C(=O)NC(CNC(=O)c2cccs2)C(=O)O)c(Cl)c1. Reaction SMILES: [C:48](=[O:49])([O-:50])[O-:51].[CH:54]([N:55]([CH:56]([CH3:57])[CH3:58])[CH2:59][CH3:60])([CH3:61])[CH3:62].[Cl:1][c:2]1[c:3]([C:4](=[O:5])[NH:6][CH:7]([CH2:8][NH:9][C:10](=[O:11])[c:12]2[s:13][cH:14][cH:15][cH:16]2)[C:17](=[O:18])[OH:19])[cH:20][cH:21][c:22]([Sn:24]([CH2:25][CH2:26][CH2:27][CH3:28])([CH2:29][CH2:30][CH2:31][CH3:32])[CH2:33][CH2:34][CH2:35][CH3:36])[cH:23]1.[K+:52].[K+:53].[O:37]([c:38]1[cH:39][cH:40][cH:41][cH:42][cH:43]1)[CH2:44][C:45](=[O:46])[Cl:47].[O:63]1[CH2:64][CH2:65][CH2:66][CH2:67]1>>[Cl:1][c:2]1[c:3]([C:4](=[O:5])[NH:6][CH:7]([CH2:8][NH:9][C:10](=[O:11])[c:12]2[s:13][cH:14][cH:15][cH:16]2)[C:17](=[O:18])[OH:19])[cH:20][cH:21][c:22]([C:45]([CH2:44][O:37][c:38]2[cH:39][cH:40][cH:41][cH:42][cH:43]2)=[O:46])[cH:23]1. Reaction SMILES: [CH3:1][N:2]([CH2:6][CH2:7][CH:8]([C:15]1[CH:20]=[CH:19][CH:18]=[CH:17][CH:16]=1)[C:9]1[CH:14]=[CH:13][CH:12]=[CH:11][N:10]=1)[CH2:3][CH2:4][NH2:5].[C:21](N1C=CN=C1)(N1C=CN=C1)=[O:22].[N:33]1([CH2:39][C:40]2[CH:41]=[C:42]([CH:48]=[CH:49][CH:50]=2)[O:43][CH2:44][CH2:45][CH2:46][NH2:47])[CH2:38][CH2:37][CH2:36][CH2:35][CH2:34]1.C(OCC)(=O)C>O1CCCC1>[C:15]1([CH:8]([C:9]2[CH:14]=[CH:13][CH:12]=[CH:11][N:10]=2)[CH2:7][CH2:6][N:2]([CH2:3][CH2:4][NH:5][C:21]([NH:47][CH2:46][CH2:45][CH2:44][O:43][C:42]2[CH:48]=[CH:49][CH:50]=[C:40]([CH2:39][N:33]3[CH2:38][CH2:37][CH2:36][CH2:35][CH2:34]3)[CH:41]=2)=[O:22])[CH3:1])[CH:20]=[CH:19][CH:18]=[CH:17][CH:16]=1. Product: C1(=CC=CC=C1)C(CCN(C)CCNC(=O)NCCCOC1=CC(=CC=C1)CN1CCCCC1)C1=NC=CC=C1 (N-[2-[N-[3-phenyl-3-(2-pyridyl)propyl]-N-methylamino]ethyl]-N'-[3-[3-(piperidinomethyl)phenoxy]propyl]urea). Reactants: CN(CCN)CCC(C1=NC=CC=C1)C1=CC=CC=C1 (N-methyl-N-[3-phenyl-3-(2-pyridyl)propyl]-1,2-ethanediamine), C(C)(=O)OCC (ethyl acetate), C(=O)(N1C=NC=C1)N1C=NC=C1 (1,1'-carbonyldiimidazole), N1(CCCCC1)CC=1C=C(OCCCN)C=CC1 (3-[3-(piperidinomethyl)phenoxy]propaneamine). The solvent is O1CCCC1 (tetrahydrofuran). Reported procedure: Preparation is effected analogously to Example 63, using 0.33 g (1.2 mmol) of N-methyl-N-[3-phenyl-3-(2-pyridyl)propyl]-1,2-ethanediamine, an equimolar amount of 1,1'-carbonyldiimidazole and 0.4 g (1.6 mmol) of 3-[3-(piperidinomethyl)phenoxy]propaneamine in 10 ml of absolute tetrahydrofuran as starting materials. Working up by chromatography (eluant: ethyl acetate) analogously to Example 63 yields the purified title compound in the form of an oil; MS (EI-80 eV): m/z (rel. int.[%])=543 ([M]+, 1),... Reported procedure: To a solution of [2-(2,5-dichloro-phenoxy)-5-fluoro-pyridin-3-yl]-(3,4-dihydro-2H-quinoxalin-1-yl)-methanone (25.1 mg, 0.06 mmol, 1.0 equiv; Example 147) in a 1:1 mixture of THF and water (1 mL) was added 2-methyl-3-oxo-propionic acid methyl ester (27.9 mg, 0.24 mmol, 4.0 equiv; [CAS RN 51673-64-4]), dibutyltin dichloride (1.8 mg, 0.006 mmol, 0.1 equiv; [CAS RN 683-18-1]) and phenylsilane (13.0 mg, 15 μL, 0.12 mmol, 2.0 equiv; [CAS RN 694-53-1]). The reaction mixture was heated by microwave irra... Reactants: COC(C(C=O)C)=O (2-methyl-3-oxo-propionic acid methyl ester), C(CCC)[Sn](CCCC)(Cl)Cl (dibutyltin dichloride), C1(=CC=CC=C1)[SiH3] (phenylsilane), ClC1=C(OC2=NC=C(C=C2C(=O)N2CCNC3=CC=CC=C23)F)C=C(C=C1)Cl ([2-(2,5-Dichloro-phenoxy)-5-fluoro-pyridin-3-yl]-(3,4-dihydro-2H-quinoxalin-1-yl)-methanone). Reaction SMILES: [Cl:1][C:2]1[CH:27]=[CH:26][C:25]([Cl:28])=[CH:24][C:3]=1[O:4][C:5]1[C:10]([C:11]([N:13]2[C:22]3[C:17](=[CH:18][CH:19]=[CH:20][CH:21]=3)[NH:16][CH2:15][CH2:14]2)=[O:12])=[CH:9][C:8]([F:23])=[CH:7][N:6]=1.C[O:30][C:31](=[O:36])[CH:32]([CH3:35])[CH:33]=O.C([Sn](Cl)(Cl)CCCC)CCC.C1([SiH3])C=CC=CC=1>O.C1COCC1>[Cl:1][C:2]1[CH:27]=[CH:26][C:25]([Cl:28])=[CH:24][C:3]=1[O:4][C:5]1[C:10]([C:11]([N:13]2[C:22]3[C:17](=[CH:18][CH:19]=[CH:20][CH:21]=3)[N:16]([CH2:33][CH:32]([CH3:35])[C:31]([OH:36])=[O:30])[CH2:15][CH2:14]2)=[O:12])=[CH:9][C:8]([F:23])=[CH:7][N:6]=1. Yields the product ClC1=C(OC2=NC=C(C=C2C(=O)N2CCN(C3=CC=CC=C23)CC(C(=O)O)C)F)C=C(C=C1)Cl (3-{4-[2-(2,5-Dichloro-phenoxy)-5-fluoro-pyridine-3-carbonyl]-3,4-dihydro-2H-quinoxalin-1-yl}-2-methyl-propionic acid). Conditions: temperature 150 celsius. The solvent is O (water), C1CCOC1 (THF). Isolated yield 7.3%. The reactants are BrC1=NC=C(C=N1)CCCCCCCCCCCC (2-bromo-5-dodecylpyrimidine), C1(=CC=CC=C1)C1=NC=C(C=C1)B(O)O (2-phenylpyridine-5-boronic acid). Product: C(CCCCCCCCCCC)C=1C=NC(=NC1)C=1C=CC(=NC1)C1=CC=CC=C1 (5-(5-Dodecylpyrimid-2-yl)-2-phenylpyridine). RXN SMILES: Br[C:2]1[N:7]=[CH:6][C:5]([CH2:8][CH2:9][CH2:10][CH2:11][CH2:12][CH2:13][CH2:14][CH2:15][CH2:16][CH2:17][CH2:18][CH3:19])=[CH:4][N:3]=1.[C:20]1([C:26]2[CH:31]=[CH:30][C:29](B(O)O)=[CH:28][N:27]=2)[CH:25]=[CH:24][CH:23]=[CH:22][CH:21]=1>>[CH2:8]([C:5]1[CH:4]=[N:3][C:2]([C:29]2[CH:30]=[CH:31][C:26]([C:20]3[CH:25]=[CH:24][CH:23]=[CH:22][CH:21]=3)=[N:27][CH:28]=2)=[N:7][CH:6]=1)[CH2:9][CH2:10][CH2:11][CH2:12][CH2:13][CH2:14][CH2:15][CH2:16][CH2:17][CH2:18][CH3:19]. Procedure details: The synthesis was carried out analogously to Example 27 from 2-bromo-5-dodecylpyrimidine and 2-phenylpyridine-5-boronic acid. Starting materials: COCCC1(C(NC(NC1=O)=O)=O)OC1=CC=C(C=C1)OC1=CC=C(C=C1)C1=NN(C=C1)C1=CC=C(C=C1)F (5-(2-Methoxy-ethyl)-5-{4-[4-(1-(4-fluorophenyl)-1H-pyrazol-3-yl)-phenoxy]-phenoxy}-pyrimidine-2,4,6-trione), BrC1(C(NC(NC1=O)=O)=O)CCOCC (5-bromo-5-(2-ethoxy-ethyl)-pyrimidine-2,4,6-trione). Product: C(C)OCCC1(C(NC(NC1=O)=O)=O)OC1=CC=C(C=C1)OC1=CC=C(C=C1)C1=NN(C=C1)C1=CC=C(C=C1)F (5-(2-Ethoxy-ethyl)-5-{4-[4-(1-(4-fluorophenyl)-1H-pyrazol-3-yl)-phenoxy]-phenoxy}-pyrimidine-2,4,6-trione). As a reaction SMILES: [CH3:1][O:2][CH2:3][CH2:4][C:5]1([O:14][C:15]2[CH:20]=[CH:19][C:18]([O:21][C:22]3[CH:27]=[CH:26][C:25]([C:28]4[CH:32]=[CH:31][N:30]([C:33]5[CH:38]=[CH:37][C:36]([F:39])=[CH:35][CH:34]=5)[N:29]=4)=[CH:24][CH:23]=3)=[CH:17][CH:16]=2)[C:10](=[O:11])[NH:9][C:8](=[O:12])[NH:7][C:6]1=[O:13].Br[C:41]1(CCOCC)C(=O)NC(=O)NC1=O>>[CH2:1]([O:2][CH2:3][CH2:4][C:5]1([O:14][C:15]2[CH:16]=[CH:17][C:18]([O:21][C:22]3[CH:27]=[CH:26][C:25]([C:28]4[CH:32]=[CH:31][N:30]([C:33]5[CH:34]=[CH:35][C:36]([F:39])=[CH:37][CH:38]=5)[N:29]=4)=[CH:24][CH:23]=3)=[CH:19][CH:20]=2)[C:6](=[O:13])[NH:7][C:8](=[O:12])[NH:9][C:10]1=[O:11])[CH3:41]. Procedure details: By the same procedure as Example 1, Part C, 4-{4-[1-(4-Fluoro-phenyl)-1H-pyrazol-3-yl]-phenoxy}-phenol (from Example 67, Part D) and 5-bromo-5-(2-ethoxy-ethyl)-pyrimidine-2,4,6-trione (from Preparation 3A) were converted to the title compound. MS m/z: ESI+545.3 (M+H)+.